Dataset: the Open Reaction Database (ORD), a public repository of structured organic reaction records. Task: describe an organic reaction: reactants, conditions, products, and yield The reactants are CC(=O)O, O=Cc1ccc([N+](=O)[O-])s1, O, O=S(=O)(O)O, O=C1CCCc2cc(OCCn3ccnc3)ccc21. Yields the product O=C1C(=Cc2ccc([N+](=O)[O-])s2)CCc2cc(OCCn3ccnc3)ccc21. As a reaction SMILES: [C:35]([OH:36])(=[O:37])[CH3:38].[N+:20](=[O:21])([O-:22])[c:23]1[cH:24][cH:25][c:26]([CH:28]=[O:29])[s:27]1.[OH2:39].[S:30](=[O:31])(=[O:32])([OH:33])[OH:34].[n:1]1([CH2:6][CH2:7][O:8][c:9]2[cH:10][c:11]3[c:16]([cH:17][cH:18]2)[C:15](=[O:19])[CH2:14][CH2:13][CH2:12]3)[cH:2][n:3][cH:4][cH:5]1>>[n:1]1([CH2:6][CH2:7][O:8][c:9]2[cH:10][c:11]3[c:16]([cH:17][cH:18]2)[C:15](=[O:19])[C:14](=[CH:28][c:26]2[cH:25][cH:24][c:23]([N+:20](=[O:21])[O-:22])[s:27]2)[CH2:13][CH2:12]3)[cH:2][n:3][cH:4][cH:5]1. The reactants are CO, CCOC(=O)C(C)=Cc1ccc(C(CNS(=O)(=O)c2ccc(Cl)cc2)c2cccnc2)cc1, [Na+], [OH-]. Yields the product CC(=Cc1ccc(C(CNS(=O)(=O)c2ccc(Cl)cc2)c2cccnc2)cc1)C(=O)O. As a reaction SMILES: [CH3:36][OH:37].[Cl:1][c:2]1[cH:3][cH:4][c:5]([S:8](=[O:9])(=[O:10])[NH:11][CH2:12][CH:13]([c:14]2[cH:15][n:16][cH:17][cH:18][cH:19]2)[c:20]2[cH:21][cH:22][c:23]([CH:24]=[C:25]([C:26](=[O:27])[O:28][CH2:29][CH3:30])[CH3:31])[cH:32][cH:33]2)[cH:6][cH:7]1.[Na+:35].[OH-:34]>>[Cl:1][c:2]1[cH:3][cH:4][c:5]([S:8](=[O:9])(=[O:10])[NH:11][CH2:12][CH:13]([c:14]2[cH:15][n:16][cH:17][cH:18][cH:19]2)[c:20]2[cH:21][cH:22][c:23]([CH:24]=[C:25]([C:26](=[O:27])[OH:28])[CH3:31])[cH:32][cH:33]2)[cH:6][cH:7]1. Reactants: C1(CC1)N (cyclopropylamine), ClC1=NC(=NC(=C1[N+](=O)[O-])Cl)CC (4,6-dichloro-5-nitro-2-ethylpyrimidine), CO (MeOH), [H][H] (hydrogen). The reagents and catalysts are [Ni] (Raney nickel). The solvent is C(C)(C)O (isopropyl alcohol), CCOC(=O)C (EtOAc), hexanes. Yields the product NC=1C(=NC(=NC1NC1CC1)CC)Cl (5-Amino-4-chloro-6-cyclopropylamino-2-ethylpyrimidine). Isolated yield 65.8%. RXN SMILES: Cl[C:2]1[C:7]([N+:8]([O-])=O)=[C:6]([Cl:11])[N:5]=[C:4]([CH2:12][CH3:13])[N:3]=1.CO.[H][H].[CH:18]1([NH2:21])[CH2:20][CH2:19]1>[Ni].C(O)(C)C.CCOC(C)=O>[NH2:8][C:7]1[C:6]([Cl:11])=[N:5][C:4]([CH2:12][CH3:13])=[N:3][C:2]=1[NH:21][CH:18]1[CH2:20][CH2:19]1. Procedure details: A mixture of 4,6-dichloro-5-nitro-2-ethylpyrimidine (0.5 g), Raney nickel (ca. 0.5 g) and MeOH (5 ml) was shaken in a hydrogen atmosphere at 1-2 p.s.i until reduction of the nitro group was complete. The mixture was filtered, evaporated to a black gum, taken up in a mixture of cyclopropylamine (5 ml, ca. 100 mmol) and isopropyl alcohol (5 ml) and heated in a bomb at 110° for 4 hours. The reaction mixture was then filtered, evaporated to dryness under reduced pressure and the pure product was iso... Reactants: Cl.C(N)(=N)C1=CC=C(C=C1)NC([C@@H]([C@@H]1C(N(CCO1)C1=CC=C(C=C1)NC(COCC1=CC=CC=C1)=O)=O)O)=O ((2R)—N-(4-amidinophenyl)-2-hydroxy-2-[(2R)-3-oxo-4-[4-[(2-phenylmethoxyacetyl)amino]phenyl]morpholin-2-yl]acetamide hydrochloride). Reagents/catalysts: [Pd] (Pd—C). Run in CO.CC(=O)O (MeOH AcOH). Run at time 8 hour. Yields the product Cl.C(N)(=N)C1=CC=C(C=C1)NC([C@@H]([C@@H]1C(N(CCO1)C1=CC=C(C=C1)NC(CO)=O)=O)O)=O ((2R)—N-(4-amidinophenyl)-2-hydroxy-2-[(2R)-4-[4-[(2-hydroxyacetyl)amino]phenyl]-3-oxomorpholin-2-yl]acetamide hydrochloride). Yield: 2.0%. As a reaction SMILES: [ClH:1].[C:2]([C:5]1[CH:10]=[CH:9][C:8]([NH:11][C:12](=[O:40])[C@H:13]([OH:39])[C@H:14]2[O:19][CH2:18][CH2:17][N:16]([C:20]3[CH:25]=[CH:24][C:23]([NH:26][C:27](=[O:37])[CH2:28][O:29]CC4C=CC=CC=4)=[CH:22][CH:21]=3)[C:15]2=[O:38])=[CH:7][CH:6]=1)(=[NH:4])[NH2:3]>CO.CC(O)=O.[Pd]>[ClH:1].[C:2]([C:5]1[CH:6]=[CH:7][C:8]([NH:11][C:12](=[O:40])[C@H:13]([OH:39])[C@H:14]2[O:19][CH2:18][CH2:17][N:16]([C:20]3[CH:25]=[CH:24][C:23]([NH:26][C:27](=[O:37])[CH2:28][OH:29])=[CH:22][CH:21]=3)[C:15]2=[O:38])=[CH:9][CH:10]=1)(=[NH:3])[NH2:4] |f:0.1,2.3,5.6|. Reported procedure: To a solution of EXAMPLE 32 (0.12 g) in MeOH—AcOH (20 mL-1 mL), was added 10% Pd—C (20 mg). The reaction mixture was stirred under H2 gas atmosphere at room temperature overnight. The reaction mixture was filtered to remove Pd—C and the filtrate was purified by prep. LC/MS. Before collecting the fractions, conc. HCl was added into each fraction to obtain EXAMPLE 33 (2 mg) as a colorless amorphous solid. Reactants: Cc1n[nH]c(=O)c(-c2ccc(F)cc2)c1-c1ccc(S(C)(=O)=O)cc1, FC(F)(F)CI, [Na+], [Na+], O=C([O-])[O-], CN(C)C=O. Product: Cc1nn(CC(F)(F)F)c(=O)c(-c2ccc(F)cc2)c1-c1ccc(S(C)(=O)=O)cc1. Reaction SMILES: [F:1][c:2]1[cH:3][cH:4][c:5](-[c:8]2[c:9](=[O:25])[nH:10][n:11][c:12]([CH3:24])[c:13]2-[c:14]2[cH:15][cH:16][c:17]([S:20](=[O:21])(=[O:22])[CH3:23])[cH:18][cH:19]2)[cH:6][cH:7]1.[F:26][C:27]([CH2:28][I:29])([F:30])[F:31].[Na+:32].[Na+:33].[O-:34][C:35](=[O:36])[O-:37].[O:38]=[CH:39][N:40]([CH3:41])[CH3:42]>>[F:1][c:2]1[cH:3][cH:4][c:5](-[c:8]2[c:9](=[O:25])[n:10]([CH2:28][C:27]([F:26])([F:30])[F:31])[n:11][c:12]([CH3:24])[c:13]2-[c:14]2[cH:15][cH:16][c:17]([S:20](=[O:21])(=[O:22])[CH3:23])[cH:18][cH:19]2)[cH:6][cH:7]1. The reactants are C(C1=CC=CC=C1)N1CCN(CC1)CC1(CCCCC1)C#N (1-[(4-benzyl-1-piperazinyl)methyl]cyclohexanecarbonitrile), [H-].[H-].[H-].[H-].[Li+].[Al+3] (LAH). Procedure: A suspension of 1-[(4-benzyl-1-piperazinyl)methyl]cyclohexanecarbonitrile (3.2 g/10.8 mmol) and LAH (1.6 g/43.2 mmol) in tetrahydrofuran (100 ml) was refluxed for 3 h. After cooling down, the excess reagent was quenched with water saturated diethylether and the resulting gray suspension was stirred until the suspension turned to white suspension. The resulting suspension was filtered through a pad of Celite. The filtrate was dried over magnesium sulfate, filtered and concentrated in vacuo to giv... As a reaction SMILES: [CH2:1]([N:8]1[CH2:13][CH2:12][N:11]([CH2:14][C:15]2([C:21]#[N:22])[CH2:20][CH2:19][CH2:18][CH2:17][CH2:16]2)[CH2:10][CH2:9]1)[C:2]1[CH:7]=[CH:6][CH:5]=[CH:4][CH:3]=1.[H-].[H-].[H-].[H-].[Li+].[Al+3]>O1CCCC1>[CH2:1]([N:8]1[CH2:9][CH2:10][N:11]([CH2:14][C:15]2([CH2:21][NH2:22])[CH2:16][CH2:17][CH2:18][CH2:19][CH2:20]2)[CH2:12][CH2:13]1)[C:2]1[CH:3]=[CH:4][CH:5]=[CH:6][CH:7]=1 |f:1.2.3.4.5.6|. Solvent: O1CCCC1 (tetrahydrofuran). The product is C(C1=CC=CC=C1)N1CCN(CC1)CC1(CCCCC1)CN ([1-[(4-Benzyl-1-piperazinyl)methyl]cyclohexyl]methanamine).